describe an organic reaction: reactants, conditions, products, and yield From a dataset of the Open Reaction Database (ORD), a public repository of structured organic reaction records. Starting materials: C(C1=CC=CC=C1)O[C@H]1[C@H]2O[C@@H]([C@H]([C@@H]1O)OCC1=CC=CC=C1)CO2 (1,6-anhydro-2,4-di-O-benzyl-β-D-glucopyranose), [H-].[Na+] (sodium hydride), C(C)O (Ethanol), CI (Methyl iodide). The reagents and catalysts are [I-].C(CCC)[N+](CCCC)(CCCC)CCCC (tetrabutylammonium iodide). The solvent is O1CCCC1 (tetrahydrofuran). Yields the product C(C1=CC=CC=C1)O[C@H]1[C@H]2O[C@@H]([C@H]([C@@H]1OC)OCC1=CC=CC=C1)CO2 (1,6-Anhydro-2,4-di-O-benzyl-3-O-methyl-β-D-glucopyranose). Isolated yield 109.0%. Reaction SMILES: [CH2:1]([O:8][C@@H:9]1[C@@H:14]([OH:15])[C@H:13]([O:16][CH2:17][C:18]2[CH:23]=[CH:22][CH:21]=[CH:20][CH:19]=2)[C@H:12]2[CH2:24][O:25][C@@H:10]1[O:11]2)[C:2]1[CH:7]=[CH:6][CH:5]=[CH:4][CH:3]=1.[H-].[Na+].CI.[CH2:30](O)C>[I-].C([N+](CCCC)(CCCC)CCCC)CCC.O1CCCC1>[CH2:1]([O:8][C@@H:9]1[C@@H:14]([O:15][CH3:30])[C@H:13]([O:16][CH2:17][C:18]2[CH:19]=[CH:20][CH:21]=[CH:22][CH:23]=2)[C@H:12]2[CH2:24][O:25][C@@H:10]1[O:11]2)[C:2]1[CH:7]=[CH:6][CH:5]=[CH:4][CH:3]=1 |f:1.2,5.6|. Procedure details: A solution of 1,6-anhydro-2,4-di-O-benzyl-β-D-glucopyranose (Chem Ber 70 (1937) 1848-1856) (1.5 g, 4.4 mmol) and a trace of tetrabutylammonium iodide in tetrahydrofuran (10 ml) was stirred with sodium hydride (60% dispersion in oil, 200 mg, 5 mmol). Methyl iodide (0.7 g, 5 mmol) was added. The reaction was complete almost immediately (t.l.c evidence). Ethanol was added to the reaction mixture to destroy excess sodium hydride. The mixture was diluted with chloroform and washed with water and brin... The reactants are C(C)NC(=O)C1=CC(=C(C=C1)N1N=NC(=C1)C(=O)O)OCCCC1=CC=CC=C1 (1-{4-[(ethylamino)carbonyl]-2-(3-phenylpropoxy)phenyl}-1H-1,2,3-triazole-4-carboxylic acid), CCN=C=NCCCN(C)C (WSC), COCCN (2-methoxyethylamine), C=1C=CC2=C(C1)N=NN2O (HOBt). The solvent is CN(C)C=O (DMF), C(C)N(CC)CC (triethylamine), O (Water). Run at time 8 hour. Yields the product C(C)NC(=O)C1=CC(=C(C=C1)N1N=NC(=C1)C(=O)NCCOC)OCCCC1=CC=CC=C1 (1-{4-[(ethylamino)carbonyl]-2-(3-phenylpropoxy)phenyl}-N-(2-methoxyethyl)-1H-1,2,3-triazole-4-carboxamide). The yield is 86.0%. Reaction SMILES: [CH2:1]([NH:3][C:4]([C:6]1[CH:11]=[CH:10][C:9]([N:12]2[CH:16]=[C:15]([C:17](O)=[O:18])[N:14]=[N:13]2)=[C:8]([O:20][CH2:21][CH2:22][CH2:23][C:24]2[CH:29]=[CH:28][CH:27]=[CH:26][CH:25]=2)[CH:7]=1)=[O:5])[CH3:2].[CH3:30][O:31][CH2:32][CH2:33][NH2:34].C1C=CC2N(O)N=NC=2C=1.CCN=C=NCCCN(C)C>CN(C=O)C.O.C(N(CC)CC)C>[CH2:1]([NH:3][C:4]([C:6]1[CH:11]=[CH:10][C:9]([N:12]2[CH:16]=[C:15]([C:17]([NH:34][CH2:33][CH2:32][O:31][CH3:30])=[O:18])[N:14]=[N:13]2)=[C:8]([O:20][CH2:21][CH2:22][CH2:23][C:24]2[CH:29]=[CH:28][CH:27]=[CH:26][CH:25]=2)[CH:7]=1)=[O:5])[CH3:2]. Procedure: To a solution of 1-{4-[(ethylamino)carbonyl]-2-(3-phenylpropoxy)phenyl}-1H-1,2,3-triazole-4-carboxylic acid (0.14 g) obtained in Example 133e) in DMF (4 ml) were successively added 2-methoxyethylamine (0.04 ml), triethylamine (0.06 ml), HOBt (0.07 g) and WSC (0.08 g), and the mixture was stirred at room temperature overnight. Water was added to the reaction mixture and the deposited precipitate was collected by filtration, washed with water, and recrystallized from ethanol-water to give the titl... Starting materials: COc1ccc(COc2ccc(Sc3ccc(O)cc3)c([N+](=O)[O-])c2)cc1, CO, [Cl-], [Fe], [NH4+], C1CCOC1, O. The product is COc1ccc(COc2ccc(Sc3ccc(O)cc3)c(N)c2)cc1. RXN SMILES: [CH3:1][O:2][c:3]1[cH:4][cH:5][c:6]([CH2:7][O:8][c:9]2[cH:10][c:11]([N+:23]([O-:24])=[O:25])[c:12]([S:15][c:16]3[cH:17][cH:18][c:19]([OH:22])[cH:20][cH:21]3)[cH:13][cH:14]2)[cH:26][cH:27]1.[CH3:36][OH:37].[Cl-:28].[Fe:38].[NH4+:29].[O:30]1[CH2:31][CH2:32][CH2:33][CH2:34]1.[OH2:35]>>[CH3:1][O:2][c:3]1[cH:4][cH:5][c:6]([CH2:7][O:8][c:9]2[cH:10][c:11]([NH2:23])[c:12]([S:15][c:16]3[cH:17][cH:18][c:19]([OH:22])[cH:20][cH:21]3)[cH:13][cH:14]2)[cH:26][cH:27]1.